Dataset: the Open Reaction Database (ORD), a public repository of structured organic reaction records. Task: describe an organic reaction: reactants, conditions, products, and yield Starting materials: C(CC=C)C1(CCN(CC1)C1=C(C(=CC=2N1C=C(N2)C(NCC2=C(C=CC(=C2)F)OCCC=C)=O)C)[C@@H](C(=O)OC)OC(C)(C)C)C (methyl(2S)-2-{5-[4-(but-3-en-1-yl)-4-methylpiperidin-1-yl]-2-({[2-(but-3-en-1-yloxy)-5-fluorophenyl]methyl}carbamoyl)-7-methylimidazo[1,2-a]pyridin-6-yl}-2-(tert-butoxy)acetate), C(C)(C)(C)O[C@H](C(=O)O)C1=C2N3CCC(CCCCCOC=4C=CC=CC4CNC(C4=CN2C(C=C1C)=N4)=O)(CC3)C ((2S)-2-(tert-butoxy)-2-{4,25-dimethyl-10-oxo-19-oxa-1,7,11,30-tetraazapentacyclo[23.2.2.16,9.02,7.013,18]triaconta-2,4,6(30),8,13(18),14,16-heptaen-3-yl}acetic acid). The product is C(C)(C)(C)O[C@H](C(=O)O)C1=C2N3CCC(CCCCCCOC=4C=CC(=CC4CNC(C4=CN2C(C=C1C)=N4)=O)F)(CC3)C ((2S)-2-(tert-Butoxy)-2-{15-fluoro-4,26-dimethyl-10-oxo-19-oxa-1,7,11,31-tetraazapentacyclo[24.2.2.16,9.02,7.013,18]hentriaconta-2,4,6(31),8,13(18),14,16-heptaen-3-yl}acetic acid). The yield is 12.0%. RXN SMILES: [CH2:1]([C:5]1([CH3:47])[CH2:10][CH2:9][N:8]([C:11]2[N:16]3[CH:17]=[C:18]([C:20](=[O:35])[NH:21][CH2:22][C:23]4[CH:28]=[C:27]([F:29])[CH:26]=[CH:25][C:24]=4[O:30][CH2:31][CH2:32][CH:33]=[CH2:34])[N:19]=[C:15]3[CH:14]=[C:13]([CH3:36])[C:12]=2[C@H:37]([O:42][C:43]([CH3:46])([CH3:45])[CH3:44])[C:38]([O:40]C)=[O:39])[CH2:7][CH2:6]1)[CH2:2]C=C.C(O[C@@H](C1C(C)=CC2=NC3=CN2C=1N1CCC(C)(CCCCCOC2C=CC=CC=2CNC3=O)CC1)C(O)=O)(C)(C)C>>[C:43]([O:42][C@@H:37]([C:12]1[C:13]([CH3:36])=[CH:14][C:15]2=[N:19][C:18]3=[CH:17][N:16]2[C:11]=1[N:8]1[CH2:9][CH2:10][C:5]([CH3:47])([CH2:1][CH2:2][CH2:34][CH2:33][CH2:32][CH2:31][O:30][C:24]2[CH:25]=[CH:26][C:27]([F:29])=[CH:28][C:23]=2[CH2:22][NH:21][C:20]3=[O:35])[CH2:6][CH2:7]1)[C:38]([OH:40])=[O:39])([CH3:45])([CH3:46])[CH3:44]. Procedure: Prepared from methyl(2S)-2-{5-[4-(but-3-en-1-yl)-4-methylpiperidin-1-yl]-2-({[2-(but-3-en-1-yloxy)-5-fluorophenyl]methyl}carbamoyl)-7-methylimidazo[1,2-a]pyridin-6-yl}-2-(tert-butoxy)acetate in 12% yield using the same procedure as (2S)-2-(tert-butoxy)-2-{4,25-dimethyl-10-oxo-19-oxa-1,7,11,30-tetraazapentacyclo[23.2.2.16,9.02,7.013,18]triaconta-2,4,6(30),8,13(18),14,16-heptaen-3-yl}acetic acid. 1H NMR (500 MHz, DMSO-d6) δ 8.90-8.81 (m, 1H), 8.21 (s, 1H), 7.27 (dd, J=8.9, 3.1 Hz, 1H), 7.22 (s, 1H... Yield: 27.0%. Procedure: Anhydrous hydrogen peroxide (98%) and carbodiimides were used in acidic ethyl acetate, an aprotic solvent, to epoxidize two arenes, phenanthrene and pyrene, but only in about 3% yield, based on the initial amount of the arene (Hamilton et al., Tet. Lett, 1977, 16, 1369). For example, phenanthrene (4 mmol), diisopropylcarbodiimide (8 mmol), 98% hydrogen peroxide (16 mmol), and acetic acid (8 mmol) were reacted in ethyl acetate. The yield of phenanthrene 9, 10-oxide was 28% based on the amount of ... The reactants are OO (hydrogen peroxide), C(C)(=O)O (acetic acid), C1=CC=C2C=CC3=CC=CC4=CC=C1C2=C34 (pyrene), C1=CC=CC=2C3=CC=CC=C3C=CC12 (phenanthrene), C(C)(C)N=C=NC(C)C (diisopropylcarbodiimide), C1=CC=C2C=CC3=CC=CC4=CC=C1C2=C34 (pyrene), OO (hydrogen peroxide), C1=CC=CC=2C3=CC=CC=C3C=CC12 (phenanthrene), carbodiimides, C1=CC=CC=2C3=CC=CC=C3C=CC12 (phenanthrene), C1=CC=CC=2C3=CC=CC=C3C=CC12 (phenanthrene), C1=CC=C2C(=C1)C3C(O3)C4=CC=CC=C42 (phenanthrene 9, 10-oxide), arenes, arene. The solvent is C(C)(=O)OCC (ethyl acetate), C(C)(=O)OCC (ethyl acetate). RXN SMILES: OO.[CH:3]1[C:16]2[CH:15]=[CH:14][C:13]3[C:8](=[CH:9][CH:10]=[CH:11][CH:12]=3)[C:7]=2[CH:6]=[CH:5][CH:4]=1.C1C2C3=C4C(=CC=2)C=CC=C4C=CC3=CC=1.C(N=C=NC(C)C)(C)C.[C:42]([OH:45])(=O)[CH3:43].C1C=C2C3OC3C3C(C2=CC=1)=CC=CC=3>C(OCC)(=O)C>[CH:4]1[CH:5]=[C:6]2[CH:42]3[O:45][CH:43]3[C:9]3[C:8]4[C:7]2=[C:16]([CH:15]=[CH:14][C:13]=4[CH:12]=[CH:11][CH:10]=3)[CH:3]=1. Product: C1=CC2=C3C(=C1)C4C(O4)C5=CC=CC(=C53)C=C2 (pyrene 4,5-oxide).